Dataset: the Open Reaction Database (ORD), a public repository of structured organic reaction records. Task: describe an organic reaction: reactants, conditions, products, and yield The solvent is O1CCCC1 (tetrahydrofuran). Reported procedure: 2 gm (6.65 millimols) of 5-hydroxy-1,2,4,5-tetrahydro-11-methyl-3-azepino[4,5-b]quinoline-carboxylic acid ethyl ester were converted into the sodium salt in 50 ml of absolute tetrahydrofuran with 0.32 gm (7 millimols) of 50% sodium hydride, and the salt was methylated with 0.43 ml (7 millimols) of methyl iodide. Product: C(C)OC(=O)N1CC(C2=NC=3C=CC=CC3C(=C2CC1)C)OC (5-Methoxy-1,2,4,5-tetrahydro-11-methyl-3-azepino[4,5-b]quinoline-carboxylic acid ethyl ester). The reactants are C(C)OC(=O)N1CC(C2=NC=3C=CC=CC3C(=C2CC1)C)O (5-hydroxy-1,2,4,5-tetrahydro-11-methyl-3-azepino[4,5-b]quinoline-carboxylic acid ethyl ester), CI (methyl iodide), [Na] (sodium), [H-].[Na+] (sodium hydride). Reaction SMILES: [CH2:1]([O:3][C:4]([N:6]1[CH2:20][CH2:19][C:18]2[C:9](=[N:10][C:11]3[CH:12]=[CH:13][CH:14]=[CH:15][C:16]=3[C:17]=2[CH3:21])[CH:8]([OH:22])[CH2:7]1)=[O:5])[CH3:2].[Na].[H-].[Na+].[CH3:26]I>O1CCCC1>[CH2:1]([O:3][C:4]([N:6]1[CH2:20][CH2:19][C:18]2[C:9](=[N:10][C:11]3[CH:12]=[CH:13][CH:14]=[CH:15][C:16]=3[C:17]=2[CH3:21])[CH:8]([O:22][CH3:26])[CH2:7]1)=[O:5])[CH3:2] |f:2.3,^1:22|. The reactants are Cl.N12C[C@@H](C(CC1)CC2)NC(=O)C=2SC1=C(C2)C=CC=C1C=1C=C(C(=O)O)C=CC1 (3-(2-{[(3R)-1-Azabicyclo[2.2.2]oct-3-ylamino]carbonyl}-1-benzothien-7-yl)-benzoic acid hydrochloride), COCCCN (3-methoxypropylamine). Yields the product Cl.N12C[C@@H](C(CC1)CC2)NC(=O)C=2SC1=C(C2)C=CC=C1C1=CC(=CC=C1)C(=O)NCCCOC (N-[(3R)-1-Azabicyclo[2.2.2]oct-3-yl]-7-(3-{[(3-methoxypropyl)amino]carbonyl}-phenyl)-1-benzothiophene-2-carboxamide hydrochloride). As a reaction SMILES: [ClH:1].[N:2]12[CH2:9][CH2:8][CH:5]([CH2:6][CH2:7]1)[C@@H:4]([NH:10][C:11]([C:13]1[S:14][C:15]3[C:21]([C:22]4[CH:23]=[C:24]([CH:28]=[CH:29][CH:30]=4)[C:25]([OH:27])=O)=[CH:20][CH:19]=[CH:18][C:16]=3[CH:17]=1)=[O:12])[CH2:3]2.[CH3:31][O:32][CH2:33][CH2:34][CH2:35][NH2:36]>>[ClH:1].[N:2]12[CH2:9][CH2:8][CH:5]([CH2:6][CH2:7]1)[C@@H:4]([NH:10][C:11]([C:13]1[S:14][C:15]3[C:21]([C:22]4[CH:30]=[CH:29][CH:28]=[C:24]([C:25]([NH:36][CH2:35][CH2:34][CH2:33][O:32][CH3:31])=[O:27])[CH:23]=4)=[CH:20][CH:19]=[CH:18][C:16]=3[CH:17]=1)=[O:12])[CH2:3]2 |f:0.1,3.4|. Procedure: 50 mg (0.11 mmol) of 3-(2-{[(3R)-1-azabicyclo[2.2.2]oct-3-ylamino]carbonyl}-1-benzothien-7-yl)benzoic acid hydrochloride (Example 75) and 20.1 mg (0.23 mmol) of 3-methoxypropylamine are reacted together by general method E. 29.2 mg (49.8% of theory) of the title compound are obtained. Reactants: C(#N)C1=NC(=C(N=C1C#N)Cl)C1=CC=C(C=C1)C (2,3-Dicyano-5-chloro-6-p-tolylpyrazine), C(CC)N (n-propylamine). The product is C(#N)C1=NC(=C(N=C1C#N)NCCC)C1=CC=C(C=C1)C (2,3-dicyano-5-n-propylamino-6-p-tolylpyrazine). Yield: 74.0%. RXN SMILES: [C:1]([C:3]1[C:8]([C:9]#[N:10])=[N:7][C:6](Cl)=[C:5]([C:12]2[CH:17]=[CH:16][C:15]([CH3:18])=[CH:14][CH:13]=2)[N:4]=1)#[N:2].[CH2:19]([NH2:22])[CH2:20][CH3:21]>>[C:1]([C:3]1[C:8]([C:9]#[N:10])=[N:7][C:6]([NH:22][CH2:19][CH2:20][CH3:21])=[C:5]([C:12]2[CH:17]=[CH:16][C:15]([CH3:18])=[CH:14][CH:13]=2)[N:4]=1)#[N:2]. Procedure details: 2,3-Dicyano-5-chloro-6-p-tolylpyrazine (1.00 g; 0.0039 mole) and 0.46 g (0.0078 mole) of n-propylamine were worked up in the same way as in Example 13, and then recrystallized from toluene to afford 0.80 g (yield 74%) of 2,3-dicyano-5-n-propylamino-6-p-tolylpyrazine. Starting materials: ClCC(C(=O)Cl)(C)C (chloropivaloyl chloride), NC1=C(C(=C(C=C1)O)Cl)Cl (4-amino-2,3-dichlorophenol), O1CCCC1 (tetrahydrofuran), O (water). The product is ClC1=C(C=CC(=C1Cl)O)NC(=O)CC(CCl)(C)C (N-(2,3-dichloro-4-hydroxyphenyl)-3-chloro-2,2-dimethylpropane-carboxamide). RXN SMILES: Cl[CH2:2][C:3]([CH3:8])([CH3:7])[C:4]([Cl:6])=O.[NH2:9][C:10]1[CH:15]=[CH:14][C:13]([OH:16])=[C:12]([Cl:17])[C:11]=1[Cl:18].O.[O:20]1CCC[CH2:21]1>>[Cl:18][C:11]1[C:12]([Cl:17])=[C:13]([OH:16])[CH:14]=[CH:15][C:10]=1[NH:9][C:21]([CH2:2][C:3]([CH3:8])([CH3:7])[CH2:4][Cl:6])=[O:20]. Procedure details: 1.55 g (0.01 mol) of chloropivaloyl chloride were added dropwise at 0° C. to a solution of 1.93 g (0.011 mol) of 4-amino-2,3-dichlorophenol in 30 ml of tetrahydrofuran, and stirring of the mixture was continued at 25° C. until starting compound was no longer detectable by thin-layer chromatography. The reaction mixture was subsequently poured into water and extracted three times using 20 ml of methylene chloride. The combined organic phases were washed twice using water, dried and concentrated. ... Starting materials: ClCCl, C[Al](C)C, Cn1cc(-c2ccccc2S(N)(=O)=O)cn1, COC(=O)Nc1nc(C)nc(OC)n1. The product is COc1nc(C)nc(NC(=O)NS(=O)(=O)c2ccccc2-c2cnn(C)c2)n1. RXN SMILES: [CH2:35]([Cl:36])[Cl:37].[CH3:17][Al:18]([CH3:19])[CH3:20].[CH3:1][n:2]1[n:3][cH:4][c:5](-[c:7]2[c:8]([S:13](=[O:14])(=[O:15])[NH2:16])[cH:9][cH:10][cH:11][cH:12]2)[cH:6]1.[CH3:21][O:22][c:23]1[n:24][c:25]([NH:30][C:31]([O:32][CH3:34])=[O:33])[n:26][c:27]([CH3:29])[n:28]1>>[CH3:1][n:2]1[n:3][cH:4][c:5](-[c:7]2[c:8]([S:13](=[O:14])(=[O:15])[NH:16][C:31]([NH:30][c:25]3[n:24][c:23]([O:22][CH3:21])[n:28][c:27]([CH3:29])[n:26]3)=[O:32])[cH:9][cH:10][cH:11][cH:12]2)[cH:6]1. The reactants are C(C)OC(=O)C=1N=C(N(C(C1O)=O)C)N1CCN(CC1)S(=O)(=O)C (5-hydroxy-2-(4-methanesulfonyl-piperazin-1-yl)-1-methyl-6-oxo-1,6-dihydro-pyrimidine-4-carboxylic acid ethyl ester), FC1=CC=C(CN)C=C1 (4-fluorobenzylamine). Yields the product FC1=CC=C(C=C1)CNC(=O)C=1N=C(N(C(C1O)=O)C)N1CCN(CC1)S(=O)(=O)C (N-[(4-fluorophenyl)methyl]-1,6-dihydro-5-hydroxy-1-methyl-2-[4-(methylsulfonyl)-1-piperazinyl]-6-oxo-4-pyrimidinecarboxamide). RXN SMILES: C(O[C:4]([C:6]1[N:7]=[C:8]([N:15]2[CH2:20][CH2:19][N:18]([S:21]([CH3:24])(=[O:23])=[O:22])[CH2:17][CH2:16]2)[N:9]([CH3:14])[C:10](=[O:13])[C:11]=1[OH:12])=[O:5])C.[F:25][C:26]1[CH:33]=[CH:32][C:29]([CH2:30][NH2:31])=[CH:28][CH:27]=1>>[F:25][C:26]1[CH:33]=[CH:32][C:29]([CH2:30][NH:31][C:4]([C:6]2[N:7]=[C:8]([N:15]3[CH2:20][CH2:19][N:18]([S:21]([CH3:24])(=[O:22])=[O:23])[CH2:17][CH2:16]3)[N:9]([CH3:14])[C:10](=[O:13])[C:11]=2[OH:12])=[O:5])=[CH:28][CH:27]=1. Procedure details: N-[(4-fluorophenyl)methyl]-1,6-dihydro-5-hydroxy-1-methyl-2-[4-(methylsulfonyl)-1-piperazinyl]-6-oxo-4-pyrimidinecarboxamide was synthesized from 5-hydroxy-2-(4-methanesulfonyl-piperazin-1-yl)-1-methyl-6-oxo-1,6-dihydro-pyrimidine-4-carboxylic acid ethyl ester and 4-fluorobenzylamine as described in example to yield the title compound as a white solid 1H NMR (300 MHz, MeOD) δ: 8.88 (1H, t, J=5.9 Hz), 7.37 (2H, dd, J=8.6, 5.3 Hz), 7.05 (2H, t, J=8.8 Hz), 4.55 (2H, d, J=6.2 Hz), 3.55 (3H, s), 3.39... The solvent is O (H2O), CCOC(=O)C (EtOAc), CO (MeOH). The yield is 83.4%. RXN SMILES: [O:1]1[C:5]2[CH:6]=[CH:7][C:8]([CH:10]3[C:18]4[C:13](=[CH:14][C:15]([O:19][CH2:20][CH2:21][CH3:22])=[CH:16][CH:17]=4)[CH:12]([C:23]4[CH:28]=[CH:27][C:26]([O:29][CH3:30])=[CH:25][C:24]=4[O:31][CH2:32][CH2:33][OH:34])[CH:11]3[C:35]([O:37]C)=[O:36])=[CH:9][C:4]=2[O:3][CH2:2]1.C1COCC1.O[Li].O.O.C(O)(=O)CC(CC(O)=O)(C(O)=O)O>O.CCOC(C)=O.CO>[OH:34][CH2:33][CH2:32][O:31][C:24]1[CH:25]=[C:26]([O:29][CH3:30])[CH:27]=[CH:28][C:23]=1[C@@H:12]1[C:13]2[C:18](=[CH:17][CH:16]=[C:15]([O:19][CH2:20][CH2:21][CH3:22])[CH:14]=2)[C@H:10]([C:8]2[CH:7]=[CH:6][C:5]3[O:1][CH2:2][O:3][C:4]=3[CH:9]=2)[C@H:11]1[C:35]([OH:37])=[O:36] |f:2.3,4.5|. Yields the product OCCOC1=C(C=CC(=C1)OC)[C@H]1[C@@H]([C@H](C2=CC=C(C=C12)OCCC)C1=CC2=C(C=C1)OCO2)C(=O)O ((+) (1S, 2R, 3S)-3-[2-(2-hydroxyeth-1-yloxy)-4methoxyphenyl]-1-(3,4-methylenedioxyphenyl)-5-(prop-1-yloxy)indane-2-carboxylic acid). The reactants are 1S, O[Li].O (LiOH—H2O), O.C(CC(O)(C(=O)O)CC(=O)O)(=O)O (citric acid monohydrate), O1COC2=C1C=CC(=C2)C2C(C(C1=CC(=CC=C21)OCCC)C2=C(C=C(C=C2)OC)OCCO)C(=O)OC (methyl 1-(1,3-benzodioxol-5-yl)-2,3-dihydro-3-[2-(2-hydroxyethoxy)-4-methoxyphenyl]-5-propoxy-1H-indene-2-carboxylate), C1CCOC1 (THF). Procedure: A 10 mL three-necked flask equipped with reflux condenser was charged with [1S -(1α, 2α, 3α)]-methyl 1-(1,3-benzodioxol-5-yl)-2,3-dihydro-3-[2-(2-hydroxyethoxy)-4-methoxyphenyl]-5-propoxy-1H-indene-2-carboxylate (34 mg, 0.071 mmol), THF (1 mL), MeOH (0.5 mL) and LiOH—H2O (15 mg, 0.355 mmol). The solution was heated to reflux for 12 h, cooled to room temperature and acidified with citric acid monohydrate (40 mg, 0.19 mmol) to pH 3.0. Upon complete hydrolysis, EtOAc (20 mL) and H2O (20 mL) was add... Reactants: O=C(c1ncc[nH]1)c1ncc[nH]1, Cc1sc(C(=O)O)cc1NC(=O)NCc1ccccc1, NCc1ccccc1. Product: Cc1sc(C(=O)NCc2ccccc2)cc1NC(=O)NCc1ccccc1. RXN SMILES: [C:1]([c:2]1[nH:3][cH:4][cH:5][n:6]1)([c:7]1[nH:8][cH:9][cH:10][n:11]1)=[O:12].[CH2:13]([c:14]1[cH:15][cH:16][cH:17][cH:18][cH:19]1)[NH:20][C:21]([NH:22][c:23]1[cH:24][c:25]([C:29](=[O:30])[OH:31])[s:26][c:27]1[CH3:28])=[O:32].[CH2:33]([c:34]1[cH:35][cH:36][cH:37][cH:38][cH:39]1)[NH2:40]>>[CH2:13]([c:14]1[cH:15][cH:16][cH:17][cH:18][cH:19]1)[NH:20][C:21]([NH:22][c:23]1[cH:24][c:25]([C:29](=[O:31])[NH:40][CH2:33][c:34]2[cH:35][cH:36][cH:37][cH:38][cH:39]2)[s:26][c:27]1[CH3:28])=[O:32].